Dataset: the Open Reaction Database (ORD), a public repository of structured organic reaction records. Task: describe an organic reaction: reactants, conditions, products, and yield Reactants: CON(C(=O)C=1N=NC=CC1)C (N-methoxy-N-methylpyridazine-3-carboxamide), CC(=O)O (AcOH), OO (H2O2). The solvent is C1CCOC1 (THF). Run at temperature 30 celsius, time 10 hour. Yields the product N1=NC(=CC=C1)C(C)O (1-(pyridazin-3-yl)ethanol). The yield is 35.0%. As a reaction SMILES: CON(C)[C:4]([C:6]1[N:7]=[N:8][CH:9]=[CH:10][CH:11]=1)=[O:5].[CH3:13]C(O)=O.OO>C1COCC1>[N:8]1[CH:9]=[CH:10][CH:11]=[C:6]([CH:4]([OH:5])[CH3:13])[N:7]=1. Reported procedure: To a solution of compound 2 (300 mg, 0.6 mmol) in THF (15 mL) was added AcOH (1 mL) and H2O2 (3 mL). The reaction mixture was stirred at 30° C. for 10 h. The mixture was quenched with saturated NaHCO3 (6 mL) and then balanced between EtOAc (2×20 mL) and water (10 mL). The organic layers were collected and concentrated in vacuo to give the residue, which was purified by preparative TLC (petroleum ether:ethyl acetate=1:1) to give compound 3 (70 mg, 35%) as a colorless oil. Starting materials: C=O, CCOCC, CCOC(=O)c1ccc(OCC2CCN(C(=O)OC(C)(C)C)CC2)c(OC)c1, O=CO, Cl, O. Reaction SMILES: [CH2:1]=[O:2].[CH3:32][CH2:33][O:34][CH2:35][CH3:36].[CH3:3][O:4][c:5]1[cH:6][c:7]([C:8](=[O:9])[O:10][CH2:11][CH3:12])[cH:13][cH:14][c:15]1[O:16][CH2:17][CH:18]1[CH2:19][CH2:20][N:21]([C:24]([O:25][C:26]([CH3:27])([CH3:28])[CH3:29])=[O:30])[CH2:22][CH2:23]1.[CH:38]([OH:39])=[O:40].[ClH:31].[OH2:37]>>[CH3:3][O:4][c:5]1[cH:6][c:7]([C:8](=[O:9])[O:10][CH2:11][CH3:12])[cH:13][cH:14][c:15]1[O:16][CH2:17][CH:18]1[CH2:19][CH2:20][N:21]([CH3:24])[CH2:22][CH2:23]1. Product: CCOC(=O)c1ccc(OCC2CCN(C)CC2)c(OC)c1. Run in ClCCl (dichloromethane). Yields the product C(=O)(OCC1=CC=CC=C1)N[C@@H](C)C(=O)NCC(=O)[C@H]1[C@@](O[C@@H]([C@H]([C@@H]1O)O)CO)(N(C(CCCCCCCCCCC)=O)CCCCCCCCCCCCCC)N (N-[2-(N-Carbobenzoxy-L-alanyl-glycyl)-amino-2-deoxy-β-D-glucopyranosyl]-N-tetradecyl-dodecanamide). Isolated yield 94.0%. Starting materials: NCC(=O)[C@H]1[C@@](O[C@@H]([C@H]([C@@H]1O)O)CO)(N(C(CCCCCCCCCCC)=O)CCCCCCCCCCCCCC)N (N-(2-glycyl-amino-2-deoxy-β-D-glucopyranosyl)-N-tetradecyl-dodecanamide), C(=O)(OCC1=CC=CC=C1)N[C@@H](C)C(=O)O (N-carbobenzoxy-L-alanine). Procedure: from N-(2-glycyl-amino-2-deoxy-β-D-glucopyranosyl)-N-tetradecyl-dodecanamide and N-carbobenzoxy-L-alanine. Yield 94%. [α]D =+16.3° (c=1.12, dichloromethane). m.p. 103-105°. As a reaction SMILES: [NH2:1][CH2:2][C:3]([C@@H:5]1[C@@H:10]([OH:11])[C@H:9]([OH:12])[C@@H:8]([CH2:13][OH:14])[O:7][C@@:6]1([NH2:43])[N:15]([CH2:29][CH2:30][CH2:31][CH2:32][CH2:33][CH2:34][CH2:35][CH2:36][CH2:37][CH2:38][CH2:39][CH2:40][CH2:41][CH3:42])[C:16](=[O:28])[CH2:17][CH2:18][CH2:19][CH2:20][CH2:21][CH2:22][CH2:23][CH2:24][CH2:25][CH2:26][CH3:27])=[O:4].[C:44]([NH:54][C@H:55]([C:57](O)=[O:58])[CH3:56])([O:46][CH2:47][C:48]1[CH:53]=[CH:52][CH:51]=[CH:50][CH:49]=1)=[O:45]>ClCCl>[C:44]([NH:54][C@H:55]([C:57]([NH:1][CH2:2][C:3]([C@@H:5]1[C@@H:10]([OH:11])[C@H:9]([OH:12])[C@@H:8]([CH2:13][OH:14])[O:7][C@@:6]1([NH2:43])[N:15]([CH2:29][CH2:30][CH2:31][CH2:32][CH2:33][CH2:34][CH2:35][CH2:36][CH2:37][CH2:38][CH2:39][CH2:40][CH2:41][CH3:42])[C:16](=[O:28])[CH2:17][CH2:18][CH2:19][CH2:20][CH2:21][CH2:22][CH2:23][CH2:24][CH2:25][CH2:26][CH3:27])=[O:4])=[O:58])[CH3:56])([O:46][CH2:47][C:48]1[CH:53]=[CH:52][CH:51]=[CH:50][CH:49]=1)=[O:45]. Reactants: C1(=CC=C(C=C1)S(=O)(=O)OCCCCCCCCCC=C)C (10-undecenyl p-toluenesulfonate), OC1=CC=C(C(=O)OCC)C=C1 (ethyl p-hydroxybenzoate), resultant solution, [H-].[Na+] (sodium hydride). The solvent is CN(C=O)C (dimethylformamide), CN(C=O)C (dimethylformamide). Yields the product C(CCCCCCCCC=C)OC1=CC=C(C(=O)OCC)C=C1 (ethyl p-(10-undecenyl)oxybenzoate). The yield is 95.5%. Reaction SMILES: C1(C)C=CC(S(O[CH2:11][CH2:12][CH2:13][CH2:14][CH2:15][CH2:16][CH2:17][CH2:18][CH2:19][CH:20]=[CH2:21])(=O)=O)=CC=1.[OH:23][C:24]1[CH:34]=[CH:33][C:27]([C:28]([O:30][CH2:31][CH3:32])=[O:29])=[CH:26][CH:25]=1.[H-].[Na+]>CN(C)C=O>[CH2:21]([O:23][C:24]1[CH:25]=[CH:26][C:27]([C:28]([O:30][CH2:31][CH3:32])=[O:29])=[CH:33][CH:34]=1)[CH2:20][CH2:19][CH2:18][CH2:17][CH2:16][CH2:15][CH2:14][CH2:13][CH:12]=[CH2:11] |f:2.3|. Reported procedure: 6 ml of dimethylformamide was added to 6.20 g (19.1 mM) of 10-undecenyl p-toluenesulfonate and 3.17 g (19.1 mM) of ethyl p-hydroxybenzoate, followed by sufficient stirring. Into the resultant solution was added 0.77 g (19.3 mM) of sodium hydride (60%), followed by heat-refluxing for 7 hours. After the reaction, dimethylformamide was distilled off, followed by addition of water and extraction with ether. To the ether extract liquid was added anhydrous sodium sulfate for drying, followed by distil... RXN SMILES: [C:1]([CH3:2])([CH3:3])([CH3:4])[c:5]1[c:6]([N+:13]([O-:14])=[O:15])[c:7]([C:10](=[O:11])[NH2:12])[n:8][nH:9]1.[CH3:16][CH2:17][OH:18]>>[C:1]([CH3:2])([CH3:3])([CH3:4])[c:5]1[c:6]([NH2:13])[c:7]([C:10](=[O:11])[NH2:12])[n:8][nH:9]1. Product: CC(C)(C)c1[nH]nc(C(N)=O)c1N. The reactants are CC(C)(C)c1[nH]nc(C(N)=O)c1[N+](=O)[O-], CCO.